From a dataset of the Open Reaction Database (ORD), a public repository of structured organic reaction records. describe an organic reaction: reactants, conditions, products, and yield Reactants: COC(=O)C1=C(C2=C(S1)C1=CC=CC=C1C=C2)O (3-hydroxy-naphtho[1,2-b]thiophene-2-carboxylic acid methyl ester), BrCC(=O)OCC (ethyl bromoacetate), C([O-])([O-])=O.[K+].[K+] (potassium carbonate), CN(C)C=O (DMF). Run in O (water). Conditions: time 16 hour. Product: COC(=O)C1=C(C2=C(S1)C1=CC=CC=C1C=C2)OCC(=O)OCC (3-ethoxycarbonylmethoxy-naphtho[1,2-b]thiophene-2-carboxylic acid methyl ester), solid. Isolated yield 65.0%. As a reaction SMILES: [CH3:1][O:2][C:3]([C:5]1[S:9][C:8]2[C:10]3[C:15]([CH:16]=[CH:17][C:7]=2[C:6]=1[OH:18])=[CH:14][CH:13]=[CH:12][CH:11]=3)=[O:4].Br[CH2:20][C:21]([O:23][CH2:24][CH3:25])=[O:22].C(=O)([O-])[O-].[K+].[K+].CN(C=O)C>O>[CH3:1][O:2][C:3]([C:5]1[S:9][C:8]2[C:10]3[C:15]([CH:16]=[CH:17][C:7]=2[C:6]=1[O:18][CH2:20][C:21]([O:23][CH2:24][CH3:25])=[O:22])=[CH:14][CH:13]=[CH:12][CH:11]=3)=[O:4] |f:2.3.4|. Reported procedure: To an oven-dried 50 mL round bottom flask under a nitrogen atmosphere was added 3-hydroxy-naphtho[1,2-b]thiophene-2-carboxylic acid methyl ester (0.134 g, 052 mmol), ethyl bromoacetate (0.06 mL, 052 mmol), potassium carbonate (0.072 g, 052 mmol) and 20 mL DMF. The resulting mixture was allowed to stir for 16 hours at room temperature. 30 mL water was added to the mixture, at which point a precipitate formed. The solids were collected by filtration and dried in vacuo. 3-ethoxycarbonylmethoxy-naph... The reactants are ice water, NC=1N(N=CC1C1=CC=C(C=C1)CC1=CC=CC=C1)C(N)=O (3-amino-4-(4-benzylphenyl)-2-carbamoylpyrazole), [OH-].[Na+] (sodium hydroxide), CO (methanol). Solvent: O (water). Yields the product NC1=NNC=C1C1=CC=C(C=C1)CC1=CC=CC=C1 (3-amino-4-(4-benzylphenyl)pyrazole). Yield: 90.3%. Reaction SMILES: [NH2:1][C:2]1[N:3](C(=O)N)[N:4]=[CH:5][C:6]=1[C:7]1[CH:12]=[CH:11][C:10]([CH2:13][C:14]2[CH:19]=[CH:18][CH:17]=[CH:16][CH:15]=2)=[CH:9][CH:8]=1.[OH-].[Na+].CO>O>[NH2:1][C:2]1[C:6]([C:7]2[CH:8]=[CH:9][C:10]([CH2:13][C:14]3[CH:15]=[CH:16][CH:17]=[CH:18][CH:19]=3)=[CH:11][CH:12]=2)=[CH:5][NH:4][N:3]=1 |f:1.2|. Procedure details: A mixture of 3-amino-4-(4-benzylphenyl)-2-carbamoylpyrazole (1.00 g), sodium hydroxide (1.00 g), methanol (40 ml) and water (40 ml) was stirred under heating reflux for 3.5 hours, and ice-water was added. The mixture was extracted with chloroform, washed with water, dried over Glauber's salt, and concentrated under reduced pressure to give the title compound (0.77 g).